Dataset: the Open Reaction Database (ORD), a public repository of structured organic reaction records. Task: describe an organic reaction: reactants, conditions, products, and yield The reactants are C(C(=O)Cl)(=O)Cl (Oxalyl chloride), CSC1=C(NC(=S)NOCC(=O)OCC)C=CC=C1 (ethyl 2-[({[2-(methylsulfanyl)anilino]carbothioyl}amino)oxy]acetate). The solvent is C(Cl)Cl (methylene chloride). Yields the product CSC1=C(C=CC=C1)N1C(N(C(C1=O)=O)OCC(=O)OCC)=S (Ethyl 2-({3-[2-(methylsulfanyl)phenyl]-4,5-dioxo-2-thioxo-1-imidazolidinyl}oxy)acetate). Isolated yield 33.2%. Reaction SMILES: [C:1](Cl)(=[O:5])[C:2](Cl)=[O:3].[CH3:7][S:8][C:9]1[CH:25]=[CH:24][CH:23]=[CH:22][C:10]=1[NH:11][C:12]([NH:14][O:15][CH2:16][C:17]([O:19][CH2:20][CH3:21])=[O:18])=[S:13]>C(Cl)Cl>[CH3:7][S:8][C:9]1[CH:25]=[CH:24][CH:23]=[CH:22][C:10]=1[N:11]1[C:2](=[O:3])[C:1](=[O:5])[N:14]([O:15][CH2:16][C:17]([O:19][CH2:20][CH3:21])=[O:18])[C:12]1=[S:13]. Reported procedure: Oxalyl chloride (10.2 g; 0.08 mol) was added dropwise to the solution of ethyl 2-[({[2-(methylsulfanyl)anilino]carbothioyl}amino)oxy]acetate (12 g, 0.04 mol) in methylene chloride (100 mL). The mixture was heated at reflux for 1 hour then evaporated to dryness. The residue was treated with ethanol (100 mL) and the mixture was heated at reflux for 1 hour. The mixture was evaporated to dryness. The residue was chromatographed on silica gel (20%ethyl acetate in hexane). Ethyl 2-({3-[2-(methylsulfan... Starting materials: BrC1=CC=C(C(=N1)C(=O)NCC1=CC=C(C=C1)Cl)O (6-bromo-N-(4-chlorobenzyl)-3-hydroxypicolinamide), C(=O)([O-])[O-].[Cs+].[Cs+] (Cs2CO3), ClCI (chloroiodomethane). Solvent: CN(C)C=O (DMF). Product: BrC=1C=CC2=C(C(N(CO2)CC2=CC=C(C=C2)Cl)=O)N1 (6-bromo-3-(4-chlorobenzyl)-2H-pyrido[2,3-e][1,3]oxazin-4(3H)-one). The yield is 71.9%. As a reaction SMILES: [Br:1][C:2]1[N:7]=[C:6]([C:8]([NH:10][CH2:11][C:12]2[CH:17]=[CH:16][C:15]([Cl:18])=[CH:14][CH:13]=2)=[O:9])[C:5]([OH:19])=[CH:4][CH:3]=1.[C:20]([O-])([O-])=O.[Cs+].[Cs+].ClCI>CN(C=O)C>[Br:1][C:2]1[CH:3]=[CH:4][C:5]2[O:19][CH2:20][N:10]([CH2:11][C:12]3[CH:17]=[CH:16][C:15]([Cl:18])=[CH:14][CH:13]=3)[C:8](=[O:9])[C:6]=2[N:7]=1 |f:1.2.3|. Procedure details: To a solution of 6-bromo-N-(4-chlorobenzyl)-3-hydroxypicolinamide (200 mg, 0.59 mmol) and Cs2CO3 (516 mg, 2.93 mmol) in DMF (5 mL) was added chloroiodomethane (382 mg, 1.17 mmol) dropwise at 100° C. for 10 minutes. The mixture was concentrated in vacuo and the residue was suspended in water. The mixture was extracted with EtOAc and the organic phase was washed with brine, dried over sodium sulfate and concentrated in vacuo to give the crude 6-bromo-3-(4-chlorobenzyl)-2H-pyrido[2,3-e][1,3]oxazin-... Starting materials: C(C)(=O)N[C@@H]([C@@H](C)CC)C(=O)O (N-acetyl-L-isoleucine), C(C1=CC=CC=C1)OC1=CC=C(C[C@H](N)C(=O)N[C@@H](CC2=CC=C(C=C2)OCC2=CC=CC=C2)P(O)(O)=O)C=C1 (N-(O-benzyl-L-tyrosyl)-(R)-(-)-1-amino-2-(4-benzyloxyphenyl)ethylphosphonic acid). Product: Diethyl ester, C(C)(=O)N[C@@H]([C@@H](C)CC)C(=O)N[C@@H](CC1=CC=C(C=C1)O)C(=O)N[C@@H](CC1=CC=C(C=C1)O)P(O)(O)=O (N-(N-acetyl-L-isoleucyl-L-tyrosyl)-(R)-(-)-1-amino-2-(4-hydroxyphenyl)ethylphosphonic acid). RXN SMILES: [C:1]([NH:4][C@H:5]([C:10]([OH:12])=O)[C@H:6]([CH2:8][CH3:9])[CH3:7])(=[O:3])[CH3:2].C([O:20][C:21]1[CH:52]=[CH:51][C:24]([CH2:25][C@@H:26]([C:28]([NH:30][C@H:31]([P:47](=[O:50])([OH:49])[OH:48])[CH2:32][C:33]2[CH:38]=[CH:37][C:36]([O:39]CC3C=CC=CC=3)=[CH:35][CH:34]=2)=[O:29])[NH2:27])=[CH:23][CH:22]=1)C1C=CC=CC=1>>[C:1]([NH:4][C@H:5]([C:10]([NH:27][C@H:26]([C:28]([NH:30][C@H:31]([P:47](=[O:48])([OH:50])[OH:49])[CH2:32][C:33]1[CH:38]=[CH:37][C:36]([OH:39])=[CH:35][CH:34]=1)=[O:29])[CH2:25][C:24]1[CH:23]=[CH:22][C:21]([OH:20])=[CH:52][CH:51]=1)=[O:12])[C@H:6]([CH2:8][CH3:9])[CH3:7])(=[O:3])[CH3:2]. Procedure details: Diethyl ester of N-(N-acetyl-L-isoleucyl-L-tyrosyl)-(R)-(-)-1-amino-2-(4-hydroxyphenyl)ethylphosphonic acid was synthesized from N-acetyl-L-isoleucine and the compound 46a in the same condensation procedure as in Example 1 and then through the same reaction and treatment as in Example 8. Starting materials: Cc1cc(N2CCC(C(=O)N3CCN(C(=O)OC(C)(C)C)CC3)CC2)ncn1, CCOC(C)=O, Cl. Product: Cl, Cc1cc(N2CCC(C(=O)N3CCNCC3)CC2)ncn1. Reaction SMILES: [C:2]([O:3][C:4](=[O:5])[N:9]1[CH2:10][CH2:11][N:12]([C:15](=[O:16])[CH:17]2[CH2:18][CH2:19][N:20]([c:23]3[n:24][cH:25][n:26][c:27]([CH3:29])[cH:28]3)[CH2:21][CH2:22]2)[CH2:13][CH2:14]1)([CH3:6])([CH3:7])[CH3:8].[CH3:30][CH2:31][O:32][C:33](=[O:34])[CH3:35].[ClH:1]>>[ClH:1].[NH:9]1[CH2:10][CH2:11][N:12]([C:15](=[O:16])[CH:17]2[CH2:18][CH2:19][N:20]([c:23]3[n:24][cH:25][n:26][c:27]([CH3:29])[cH:28]3)[CH2:21][CH2:22]2)[CH2:13][CH2:14]1. Reactants: O (H2O), product, C(C)OC(C1=CC(=C(C=C1)NC1CCCCC1)N)=O (3-Amino-4-cyclohexylamino-benzoic acid ethyl ester), CN(C)C(=[N+](C)C)ON1C2=C(C=CC=C2)N=N1.[B-](F)(F)(F)F (TBTU), CCN(C(C)C)C(C)C (DIEA). Run in CCO (EtOH), CN(C)C=O (DMF). Run at time 15 minute. The product is C1(CCCCC1)N1C(=NC2=C1C=CC(=C2)C(=O)O)C2=CC(=C(C=C2)N)N (1-Cyclohexyl-2-(3,4-diaminophenyl)-1H-benzimidazole-5-carboxylic acid). Yield: 95.5%. As a reaction SMILES: CN(C(O[N:9]1N=[N:16][C:11]2[CH:12]=[CH:13][CH:14]=[CH:15][C:10]1=2)=[N+](C)C)C.[B-](F)(F)(F)F.[CH3:23]CN(C(C)C)C(C)C.C([O:34][C:35](=[O:50])[C:36]1[CH:41]=[CH:40][C:39]([NH:42][CH:43]2[CH2:48][CH2:47][CH2:46][CH2:45][CH2:44]2)=[C:38]([NH2:49])[CH:37]=1)C.O>CN(C=O)C.CCO>[CH:43]1([N:42]2[C:39]3[CH:40]=[CH:41][C:36]([C:35]([OH:34])=[O:50])=[CH:37][C:38]=3[N:49]=[C:23]2[C:14]2[CH:13]=[CH:12][C:11]([NH2:16])=[C:10]([NH2:9])[CH:15]=2)[CH2:44][CH2:45][CH2:46][CH2:47][CH2:48]1 |f:0.1|. Procedure: A solution of 1 g (2.84 mmol) of the product of the previous step, 0.91 g (2.84 mmol) of TBTU and 0.73 g (5.68 mmol) of DIEA in 10 mL anhydrous DMF was allowed to stand at room temperature for 15 min. To this solution was added 0.90 g (3.41 mmol) of Compound 11, and the solution was allowed to stand at room temperature overnight. The solution was then poured into 100 mL H2O, stirred for 30 min, filtered and dried. The solution of the solids thus obtained, in 50 mL 1M HCl and 25 mL EtOH, was refl... Reactants: FC(S(=O)(=O)OC=1CCN(CC1)C(=O)OC(C)(C)C)(F)F (tert-butyl 4-[(trifluoromethyl)sulfonyl]oxy-3,6-dihydropyridine-1(2H)-carboxylate), CC1=C(C(=CC(=C1)B1OC(C(O1)(C)C)(C)C)C)O (2,6-dimethyl-4-(4,4,5,5-tetramethyl-1,3,2-dioxaborolan-2-yl)phenol), C([O-])([O-])=O.[K+].[K+] (potassium carbonate), CN(C=O)C (N,N-dimethylformamide), [1, F-Bis(diphenylphosphino)ferrocene]-dichloropalladium(II), resultant mixture, ClCCl (dichloromethane). Yields the product OC1=C(C=C(C=C1C)C=1CCN(CC1)C(=O)OC(C)(C)C)C (tert-butyl 4-(4-hydroxy-3,5-dimethylphenyl)-3,6-dihydropyridine-1(2H)-carboxylate). Yield: 82.1%. Reaction SMILES: FC(F)(F)S(O[C:7]1[CH2:8][CH2:9][N:10]([C:13]([O:15][C:16]([CH3:19])([CH3:18])[CH3:17])=[O:14])[CH2:11][CH:12]=1)(=O)=O.[CH3:22][C:23]1[CH:28]=[C:27](B2OC(C)(C)C(C)(C)O2)[CH:26]=[C:25]([CH3:38])[C:24]=1[OH:39].C(=O)([O-])[O-].[K+].[K+].CN(C)C=O.ClCCl>>[OH:39][C:24]1[C:25]([CH3:38])=[CH:26][C:27]([C:7]2[CH2:8][CH2:9][N:10]([C:13]([O:15][C:16]([CH3:19])([CH3:18])[CH3:17])=[O:14])[CH2:11][CH:12]=2)=[CH:28][C:23]=1[CH3:22] |f:2.3.4|. Procedure details: Nitrogen was bubbled through a mixture of tert-butyl 4-[(trifluoromethyl)sulfonyl]oxy-3,6-dihydropyridine-1(2H)-carboxylate (5.80 g, 0.0175 mol), 2,6-dimethyl-4-(4,4,5,5-tetramethyl-1,3,2-dioxaborolan-2-yl)phenol (4.82 g, 0.0194 mol) and potassium carbonate (7.26 g, 0.0525 mol) in N,N-dimethylformamide (50.0 mL, 0.646 mol) for 10 min. To the reaction mixture was then added [1, F-Bis(diphenylphosphino)ferrocene]-dichloropalladium(II), complex with dichloromethane (1:1) (0.8 g, 0.001 mol). The res... Starting materials: C1(CCCCC1)N=C=NC1CCCCC1 (dicyclohexylcarbodiimide), C(C)(C)(C)O (tert-butyl alcohol), CCCCCCCCCCCCC/C=C/[C@H]([C@H](CO)N)O.Cl (D-sphingosine HCl), C1(CCCCC1)C(=O)O (cyclohexanecarboxylic acid), CN1CCOCC1 (4-methylmorpholine). Run in O1CCCC1 (tetrahydrofuran). Reaction conditions: temperature 0 celsius, time 5 minute. The product is OC[C@@H]([C@@H](\C=C\CCCCCCCCCCCCC)O)NC(=O)C1CCCCC1 (N-((2S,3R,E)-1,3-dihydroxyoctadec-4-en-2-yl)cyclohexanecarboxamide). Isolated yield 50.5%. Reaction SMILES: C(O)(C)(C)C.[CH3:6][CH2:7][CH2:8][CH2:9][CH2:10][CH2:11][CH2:12][CH2:13][CH2:14][CH2:15][CH2:16][CH2:17][CH2:18]/[CH:19]=[CH:20]/[C@@H:21]([OH:26])[C@@H:22]([NH2:25])[CH2:23][OH:24].Cl.[CH:28]1([C:34](O)=[O:35])[CH2:33][CH2:32][CH2:31][CH2:30][CH2:29]1.C1(N=C=NC2CCCCC2)CCCCC1.CN1CCOCC1>O1CCCC1>[OH:24][CH2:23][C@H:22]([NH:25][C:34]([CH:28]1[CH2:33][CH2:32][CH2:31][CH2:30][CH2:29]1)=[O:35])[C@H:21]([OH:26])/[CH:20]=[CH:19]/[CH2:18][CH2:17][CH2:16][CH2:15][CH2:14][CH2:13][CH2:12][CH2:11][CH2:10][CH2:9][CH2:8][CH2:7][CH3:6] |f:1.2|. Procedure details: N-((2S,3R,E)-1,3-dihydroxyoctadec-4-en-2-yl)cyclohexanecarboxamide (Compound I-1) was synthesized by adding 40 mg (0.29 mmol) of tert-butyl alcohol (HOBt) and 100 mg (0.29 mmol) of D-sphingosine/HCl at 0° C. to the solution of 38 mg (0.29 mmol) of cyclohexanecarboxylic acid in 25 mL of anhydrous tetrahydrofuran (THF). After 5 min, 67 mg (0.33 mmol) of dicyclohexylcarbodiimide (DCC) was added, and the pH of the solution was adjusted to 8 with 4-methylmorpholine. The reaction mixture was stirred a... RXN SMILES: [C:1](#[N:2])[c:3]1[cH:4][cH:5][c:6]([CH2:7][n:8]2[n:9][c:10]([C:18](=[O:19])[OH:20])[c:11]3[cH:12][c:13]([F:17])[cH:14][cH:15][c:16]23)[cH:21][cH:22]1.[ClH:23].[nH:24]1[n:25][n:26][n:27][c:28]1-[c:29]1[cH:30][cH:31][c:32]([CH2:33][NH2:34])[cH:35][cH:36]1>>[C:1](#[N:2])[c:3]1[cH:4][cH:5][c:6]([CH2:7][n:8]2[n:9][c:10]([C:18](=[O:19])[NH:34][CH2:33][c:32]3[cH:31][cH:30][c:29](-[c:28]4[n:24][n:25][n:26][nH:27]4)[cH:36][cH:35]3)[c:11]3[cH:12][c:13]([F:17])[cH:14][cH:15][c:16]23)[cH:21][cH:22]1. Yields the product N#Cc1ccc(Cn2nc(C(=O)NCc3ccc(-c4nnn[nH]4)cc3)c3cc(F)ccc32)cc1. The reactants are N#Cc1ccc(Cn2nc(C(=O)O)c3cc(F)ccc32)cc1, Cl, NCc1ccc(-c2nnn[nH]2)cc1. Reactants: C1(=CC=CC=C1)C1C(C2=CC=CC=C2C1)=O (Racemic 2-phenylindanone), methyl halide, intermediate VII, intermediate VII, [Al+3].[Cl-].[Cl-].[Cl-] (AlCl3), [OH-].[Na+] (sodium hydroxide), C1(=CC=CC=C1)C1C(C2=CC=CC=C2C1)=O (Racemic 2-phenylindanone), C1(=CC=CC=C1)C1C(C2=CC=CC=C2C1)=O (Racemic 2-phenylindanone). The solvent is C1(=CC=CC=C1)C (toluene). The product is C1(CCC2=CC=CC=C12)=O (indanone), VIII. As a reaction SMILES: C1([CH:7]2[CH2:15][C:14]3[C:9](=[CH:10][CH:11]=[CH:12][CH:13]=3)[C:8]2=[O:16])C=CC=CC=1.[OH-].[Na+].[Al+3].[Cl-].[Cl-].[Cl-]>C1(C)C=CC=CC=1>[C:8]1(=[O:16])[C:9]2[C:14](=[CH:13][CH:12]=[CH:11][CH:10]=2)[CH2:15][CH2:7]1 |f:1.2,3.4.5.6|. Procedure details: Racemic 2-phenylindanone VI is the starting material for the process of the invention. As shown in Step B, indanone VI is directly converted to the methylated intermediate VII containing the (+) and (-) enantiomers by treating indanone VI with methyl halide and an aqueous base (e.g., 50% aqueous sodium hydroxide) in an organic solvent (e.g., toluene) in the presence of a chiral catalyst at a temperature, of about 15° C. The 2-methylated (+) and (-) enantiomer of intermediate VII can then be O-de... Starting materials: B, CCCCCCCCCCCCCOc1ccc(C(=O)O)cc1, C1CCOC1. Product: CCCCCCCCCCCCCOc1ccc(CO)cc1. As a reaction SMILES: [BH3:1].[CH2:2]([CH2:3][CH2:4][CH2:5][CH2:6][CH2:7][CH2:8][CH2:9][CH2:10][CH2:11][CH2:12][CH2:13][CH3:14])[O:15][c:16]1[cH:17][cH:18][c:19]([C:20](=[O:21])[OH:22])[cH:23][cH:24]1.[O:25]1[CH2:26][CH2:27][CH2:28][CH2:29]1>>[CH2:2]([CH2:3][CH2:4][CH2:5][CH2:6][CH2:7][CH2:8][CH2:9][CH2:10][CH2:11][CH2:12][CH2:13][CH3:14])[O:15][c:16]1[cH:17][cH:18][c:19]([CH2:20][OH:21])[cH:23][cH:24]1.